The task is: describe an organic reaction: reactants, conditions, products, and yield. This data is from the Open Reaction Database (ORD), a public repository of structured organic reaction records. The reactants are ClC1=CC=C(C=C1)C1=NOC2=C1C=CC=C2CC(=O)O (3-p-Chlorophenyl-1,2-benzisoxazol-7-yl-acetic acid), CI (methyliodide), C(C)(C)NC(C)C (diisopropylamine), C(CCC)[Li] (n-Butyl lithium), Cl (HCl), ice. The solvent is C1CCOC1 (THF), CN(P(=O)(N(C)C)N(C)C)C (hexamethylphosphoramide), O1CCCC1 (tetrahydrofuran). Run at temperature 5 celsius. Product: CC(C(=O)O)C1=CC=CC=2C(=NOC21)C2=CC=C(C=C2)Cl (α-Methyl-3-p-chlorophenyl-1,2-benzisoxazol-7-yl-acetic acid), methyl ester. Reaction SMILES: [CH2:1]([Li])CCC.C(NC(C)C)(C)C.[Cl:13][C:14]1[CH:19]=[CH:18][C:17]([C:20]2[C:24]3[CH:25]=[CH:26][CH:27]=[C:28]([CH2:29][C:30]([OH:32])=[O:31])[C:23]=3[O:22][N:21]=2)=[CH:16][CH:15]=1.CI.Cl>O1CCCC1.CN(C)P(N(C)C)(N(C)C)=O>[CH3:1][CH:29]([C:28]1[C:23]2[O:22][N:21]=[C:20]([C:17]3[CH:16]=[CH:15][C:14]([Cl:13])=[CH:19][CH:18]=3)[C:24]=2[CH:25]=[CH:26][CH:27]=1)[C:30]([OH:32])=[O:31]. Procedure: n-Butyl lithium (31ml, 46m Mole of 1.5M) was cooled to -30°C under nitrogen with stirring and treated with a solution of diisopropylamine (6.25 ml. 4.65g., 46m Mole) in tetrahydrofuran (38ml) keeping the temperature at -30° to -50°C. A solution of the acetic acid of Example 35 (4.5g, 15.64m Mole) in THF (38ml) and hexamethylphosphoramide (38ml) was added dropwise to the Bu Li solution and the solution stirred at -30° to -40°C for 1.5 hours. It was then transferred to a solution of methyliodide (... Starting materials: FC1=C2C=CC=NC2=C(C(=C1)C(C)=O)C1=CC(=CC=C1)F (1-[5-fluoro-8-(3-fluorophenyl)quinolin-7-yl]ethanone), C(C)(=O)[O-].[NH4+] (ammonium acetate), [Na] (sodium), O1CCCC1 (tetrahydrofuran). Run in CO (methanol), C(C)#N (acetonitrile). Reaction conditions: temperature 65 celsius. Product: FC1=C2C=CC=NC2=C(C(=C1)C(C)N)C1=CC(=CC=C1)F (1-[5-Fluoro-8-(3-fluorophenyl)quinolin-7-yl]ethanamine). RXN SMILES: [F:1][C:2]1[CH:11]=[C:10]([C:12](=O)[CH3:13])[C:9]([C:15]2[CH:20]=[CH:19][CH:18]=[C:17]([F:21])[CH:16]=2)=[C:8]2[C:3]=1[CH:4]=[CH:5][CH:6]=[N:7]2.C([O-])(=O)C.[NH4+:26].[Na].O1CCCC1>CO.C(#N)C>[F:1][C:2]1[CH:11]=[C:10]([CH:12]([NH2:26])[CH3:13])[C:9]([C:15]2[CH:20]=[CH:19][CH:18]=[C:17]([F:21])[CH:16]=2)=[C:8]2[C:3]=1[CH:4]=[CH:5][CH:6]=[N:7]2 |f:1.2,^1:26|. Procedure details: A mixture of 1-[5-fluoro-8-(3-fluorophenyl)quinolin-7-yl]ethanone (0.32 g, 1.1 mmol) and ammonium acetate (0.871 g, 11.3 mmol) in methanol (3.0 mL) and acetonitrile (3.0 mL) was heated at 65° C. in a sealed tube for 30 minutes. After cooling to room temperature, to the resulting mixture was added 1.0 M sodium cyanoborohyride in tetrahydrofuran (2.8 mL, 2.8 mmol). The reaction was heated at 65° C. overnight, then cooled to room temperature and quenched with sat. NaHCO3 solution and extracted with... Reactants: CC(C)(C)OC(=O)NC(C)(C)C(=O)O, CC(C)COC(=O)Cl, C1CCOC1, CN1CCOCC1. Product: CNC(=O)C(C)(C)NC(=O)OC(C)(C)C. As a reaction SMILES: [C:1]([CH3:2])([CH3:3])([CH3:4])[O:5][C:6](=[O:7])[NH:8][C:9]([CH3:10])([C:11](=[O:12])[OH:13])[CH3:14].[CH2:22]([O:23][C:24]([Cl:25])=[O:26])[CH:27]([CH3:28])[CH3:29].[CH2:30]1[O:31][CH2:32][CH2:33][CH2:34]1.[CH3:15][N:16]1[CH2:17][CH2:18][O:19][CH2:20][CH2:21]1>>[C:1]([CH3:2])([CH3:3])([CH3:4])[O:5][C:6](=[O:7])[NH:8][C:9]([CH3:10])([C:11](=[O:12])[NH:16][CH3:15])[CH3:14].